This data is from the Open Reaction Database (ORD), a public repository of structured organic reaction records. The task is: describe an organic reaction: reactants, conditions, products, and yield Reactants: BrC=1C=C(C(N(C1)C)=O)NC1=NNC(=C1)C (5-Bromo-1-methyl-3-(5-methyl-1H-pyrazol-3-ylamino)pyridin-2(1H)-one), [H-].[Na+] (NaH), oil, IC (iodomethane), O (Water). Solvent: CN(C)C=O (DMF). Product: BrC=1C=C(C(N(C1)C)=O)NC1=NN(C(=C1)C)C (5-Bromo-3-(1,5-dimethyl-1H-pyrazol-3-ylamino)-1-methylpyridin-2(1H)-one). Yield: 33.7%. RXN SMILES: [Br:1][C:2]1[CH:3]=[C:4]([NH:10][C:11]2[CH:15]=[C:14]([CH3:16])[NH:13][N:12]=2)[C:5](=[O:9])[N:6]([CH3:8])[CH:7]=1.[H-].[Na+].I[CH3:20].O>CN(C=O)C>[Br:1][C:2]1[CH:3]=[C:4]([NH:10][C:11]2[CH:15]=[C:14]([CH3:16])[N:13]([CH3:20])[N:12]=2)[C:5](=[O:9])[N:6]([CH3:8])[CH:7]=1 |f:1.2|. Reported procedure: A solution of 5-bromo-1-methyl-3-(5-methyl-1H-pyrazol-3-ylamino)pyridin-2(1H)-one 118a (2.8 g, 9.9 mmol) in anhydrous DMF (10 mL) was treated with 60% dispersion of NaH in mineral oil (0.51 g, 13 mmol) while stirring under nitrogen. After the resulting effervescence ceased, the reaction was stirred for an additional 30 minutes. At this time the reaction was treated with iodomethane (0.98 g, 7.0 mmol) with continued stirring under nitrogen for 2 hours. Water (50 mL) was added slowly and the mixtu... Starting materials: C(C)(C)N=C=O (Isopropyl isocyanate), NC1=NC=2C=C(C=CC2C2=C1N=C(N2CCCC(C)NOC)CCC)C2=CC=CC=C2 (N-[4-(4-amino-7-phenyl-2-propyl-1H-imidazo[4,5-c]quinolin-1-yl)-1-methylbutyl]-O-methylhydroxylamine). Reaction conditions: time 2 hour. The product is NC1=NC=2C=C(C=CC2C2=C1N=C(N2CCCC(C)N(C(=O)NC(C)C)OC)CCC)C2=CC=CC=C2 (1-[4-(4-amino-7-phenyl-2-propyl-1H-imidazo[4,5-c]quinolin-1-yl)-1-methylbutyl]-3-isopropyl-1-methoxyurea). As a reaction SMILES: [CH:1]([N:4]=[C:5]=[O:6])([CH3:3])[CH3:2].[NH2:7][C:8]1[C:17]2[N:18]=[C:19]([CH2:29][CH2:30][CH3:31])[N:20]([CH2:21][CH2:22][CH2:23][CH:24]([NH:26][O:27][CH3:28])[CH3:25])[C:16]=2[C:15]2[CH:14]=[CH:13][C:12]([C:32]3[CH:37]=[CH:36][CH:35]=[CH:34][CH:33]=3)=[CH:11][C:10]=2[N:9]=1>>[NH2:7][C:8]1[C:17]2[N:18]=[C:19]([CH2:29][CH2:30][CH3:31])[N:20]([CH2:21][CH2:22][CH2:23][CH:24]([N:26]([O:27][CH3:28])[C:5]([NH:4][CH:1]([CH3:3])[CH3:2])=[O:6])[CH3:25])[C:16]=2[C:15]2[CH:14]=[CH:13][C:12]([C:32]3[CH:33]=[CH:34][CH:35]=[CH:36][CH:37]=3)=[CH:11][C:10]=2[N:9]=1. Procedure: Isopropyl isocyanate (0.35 mL, 3.58 mmol) was added to a solution of N-[4-(4-amino-7-phenyl-2-propyl-1H-imidazo[4,5-c]quinolin-1-yl)-1-methylbutyl]-O-methylhydroxylamine (1.25 g, 2.99 mmol) and stirred at ambient temperature for 2 hours. The reaction mixture was concentrated under reduced pressure and purified by flash column chromatography on silica gel (eluting with 5% methanol in dichloromethane) to provide 1-[4-(4-amino-7-phenyl-2-propyl-1H-imidazo[4,5-c]quinolin-1-yl)-1-methylbutyl]-3-isopr...